Task: describe an organic reaction: reactants, conditions, products, and yield. Dataset: the Open Reaction Database (ORD), a public repository of structured organic reaction records The reactants are COc1cc2nc[nH]c2cc1OC, NC(=O)c1sc(Cl)nc1OCc1ccccc1C(F)(F)F, [K+], [K+], O=C([O-])[O-], CN(C)C=O, NC(=O)c1sc(-n2cnc3ccccc32)nc1OCc1ccccc1C(F)(F)F. The product is COc1cc2ncn(-c3nc(OCc4ccccc4C(F)(F)F)c(C(N)=O)s3)c2cc1OC. RXN SMILES: [CH3:51][O:52][c:53]1[cH:54][c:55]2[c:56]([n:57][cH:58][nH:59]2)[cH:60][c:61]1[O:62][CH3:63].[Cl:30][c:31]1[s:32][c:33]([C:48](=[O:49])[NH2:50])[c:34]([O:36][CH2:37][c:38]2[c:39]([C:44]([F:45])([F:46])[F:47])[cH:40][cH:41][cH:42][cH:43]2)[n:35]1.[K+:64].[K+:65].[O-:66][C:67]([O-:68])=[O:69].[O:70]=[CH:71][N:72]([CH3:73])[CH3:74].[n:1]1(-[c:2]2[s:3][c:4]([C:5]([NH2:6])=[O:7])[c:8]([O:9][CH2:10][c:11]3[cH:12][cH:13][cH:14][cH:15][c:16]3[C:17]([F:18])([F:19])[F:20])[n:21]2)[c:22]2[cH:23][cH:24][cH:25][cH:26][c:27]2[n:28][cH:29]1>>[c:31]1(-[n:59]2[c:55]3[cH:54][c:53]([O:52][CH3:51])[c:61]([O:62][CH3:63])[cH:60][c:56]3[n:57][cH:58]2)[s:32][c:33]([C:48](=[O:49])[NH2:50])[c:34]([O:36][CH2:37][c:38]2[c:39]([C:44]([F:45])([F:46])[F:47])[cH:40][cH:41][cH:42][cH:43]2)[n:35]1. The reactants are C(C)OC(CC(C1=CC=CC=C1)C1=C2C=NNC2=C(C=C1)OC)=O (3-(7-methoxy-1H-indazol-4-yl)-3-phenyl-propionic acid ethyl ester), C(C)OC(C=C(C1=CC=CC=C1)C1=C2C(=CNC2=CC=C1)C#N)=O (3-(3-cyano-1H-Indol-4-yl)-3-phenyl-acrylic acid ethyl ester). The product is COC=1C=CC(=C2C=NNC12)C(CC(=O)NC)C1=CC=CC=C1 (3-(7-Methoxy-1H-indazol-4-yl)-N-methyl-3-phenyl-propionamide). As a reaction SMILES: C(O[C:4](=[O:24])[CH2:5][CH:6]([C:13]1[CH:21]=[CH:20][C:19]([O:22][CH3:23])=[C:18]2[C:14]=1[CH:15]=[N:16][NH:17]2)[C:7]1[CH:12]=[CH:11][CH:10]=[CH:9][CH:8]=1)C.C(OC(=O)C=C(C1C=CC=C2C=1C(C#N)=[CH:40][NH:41]2)C1C=CC=CC=1)C>>[CH3:23][O:22][C:19]1[CH:20]=[CH:21][C:13]([CH:6]([C:7]2[CH:8]=[CH:9][CH:10]=[CH:11][CH:12]=2)[CH2:5][C:4]([NH:41][CH3:40])=[O:24])=[C:14]2[C:18]=1[NH:17][N:16]=[CH:15]2. Procedure details: 3-(7-Methoxy-1H-indazol-4-yl)-N-methyl-3-phenyl-propionamide CXCIX was prepared from 3-(7-methoxy-1H-indazol-4-yl)-3-phenyl-propionic acid ethyl ester using the procedure described for preparation of 3-(1H-Indol-7-yl)-N-methyl-3-phenyl-acrylamide XVIII (see Example 4). Part of the crude 3-(7-Methoxy-1H-indazol-4-yl)-N-methyl-3-phenyl-propionamide CXCIX was used without further purification for the next step. A second portion of3-(7-Methoxy-1H-indazol-4-yl)-N-methyl-3-phenyl-propionamide was puri... Reactants: C1CCOC1, Cc1c(CC2CCc3c(c4ccccc4n3C)C2=O)ncn1C(c1ccccc1)(c1ccccc1)c1ccccc1, CC(=O)O, [Na+], [OH-], O. Product: Cc1[nH]cnc1CC1CCc2c(c3ccccc3n2C)C1=O. RXN SMILES: [CH2:46]1[O:47][CH2:48][CH2:49][CH2:50]1.[CH3:1][n:2]1[c:3]2[cH:4][cH:5][cH:6][cH:7][c:8]2[c:9]2[c:14]1[CH2:13][CH2:12][CH:11]([CH2:15][c:16]1[n:17][cH:18][n:19]([C:22]([c:23]3[cH:24][cH:25][cH:26][cH:27][cH:28]3)([c:29]3[cH:30][cH:31][cH:32][cH:33][cH:34]3)[c:35]3[cH:36][cH:37][cH:38][cH:39][cH:40]3)[c:20]1[CH3:21])[C:10]2=[O:41].[CH3:42][C:43](=[O:44])[OH:45].[Na+:52].[OH-:51].[OH2:53]>>[CH3:1][n:2]1[c:3]2[cH:4][cH:5][cH:6][cH:7][c:8]2[c:9]2[c:14]1[CH2:13][CH2:12][CH:11]([CH2:15][c:16]1[n:17][cH:18][nH:19][c:20]1[CH3:21])[C:10]2=[O:41]. The reactants are CCN=C=NCCCN(C)C, CCN(C(C)C)C(C)C, O=C(O)c1c(Cl)cccc1Cl, O=C(NCC(=O)N1CCNCC1)c1ccc(-c2ccccc2)cc1, CN(C)C=O, O, On1nnc2ccccc21. Product: O=C(NCC(=O)N1CCN(C(=O)c2c(Cl)cccc2Cl)CC1)c1ccc(-c2ccccc2)cc1. As a reaction SMILES: [CH3:31][CH2:32][N:33]=[C:34]=[N:35][CH2:36][CH2:37][CH2:38][N:39]([CH3:40])[CH3:41].[CH:1]([N:2]([CH2:3][CH3:4])[CH:5]([CH3:6])[CH3:7])([CH3:8])[CH3:9].[Cl:10][c:11]1[c:12]([C:13](=[O:14])[OH:15])[c:16]([Cl:20])[cH:17][cH:18][cH:19]1.[O:42]=[C:43]([CH2:44][NH:45][C:46](=[O:47])[c:48]1[cH:49][cH:50][c:51](-[c:54]2[cH:55][cH:56][cH:57][cH:58][cH:59]2)[cH:52][cH:53]1)[N:60]1[CH2:61][CH2:62][NH:63][CH2:64][CH2:65]1.[O:66]=[CH:67][N:68]([CH3:69])[CH3:70].[OH2:71].[OH:21][n:22]1[c:23]2[c:24]([cH:25][cH:26][cH:27][cH:28]2)[n:29][n:30]1>>[Cl:10][c:11]1[c:12]([C:13](=[O:15])[N:63]2[CH2:62][CH2:61][N:60]([C:43](=[O:42])[CH2:44][NH:45][C:46](=[O:47])[c:48]3[cH:49][cH:50][c:51](-[c:54]4[cH:55][cH:56][cH:57][cH:58][cH:59]4)[cH:52][cH:53]3)[CH2:65][CH2:64]2)[c:16]([Cl:20])[cH:17][cH:18][cH:19]1. Reactants: C(CC\C=C/CCCCC)O (cis-dec-4-en-1-ol), C1(=CC=CC=C1)P(C1=CC=CC=C1)C1=CC=CC=C1 (triphenylphosphine), C1CC(=O)N(C1=O)Br (NBS). Solvent: CN(C)C=O (DMF). Run at temperature 0 celsius, time 30 minute. Product: BrCCC\C=C/CCCCC (cis-1-bromo-dec-4-ene). Yield: 87.6%. RXN SMILES: [CH2:1](O)[CH2:2][CH2:3]/[CH:4]=[CH:5]\[CH2:6][CH2:7][CH2:8][CH2:9][CH3:10].C1(P(C2C=CC=CC=2)C2C=CC=CC=2)C=CC=CC=1.C1C(=O)N([Br:38])C(=O)C1>CN(C=O)C>[Br:38][CH2:1][CH2:2][CH2:3]/[CH:4]=[CH:5]\[CH2:6][CH2:7][CH2:8][CH2:9][CH3:10]. Reported procedure: To a solution of cis-dec-4-en-1-ol (1.00 g, 6.41 mmol) in DMF (15 mL) was added triphenylphosphine (1.87 g, 7.13 mmol). The solution was cooled to 0° C. and NBS (1.23 g, 6.91 mmol) was added in portions. After stirring for 30 min at room temperature, the reaction was quenched with methanol (0.6 mL). The solution was diluted with ether (60 mL), washed with water, saturated aqueous NaHCO3 and brine successively. The organic layer was dried and concentrated. The residue was purified by flash chroma...